Dataset: the Open Reaction Database (ORD), a public repository of structured organic reaction records. Task: describe an organic reaction: reactants, conditions, products, and yield Reactants: ClC=1NC2=CC=CC=C2C1C=O (2-Chloroindole-3-carbaldehyde), CI (methyl iodide). Yields the product CN1C(=C(C2=CC=CC=C12)C=O)Cl (1-Methyl-2-chloroindole-3-carbaldehyde). Isolated yield 93.8%. As a reaction SMILES: [Cl:1][C:2]1[NH:3][C:4]2[C:9]([C:10]=1[CH:11]=[O:12])=[CH:8][CH:7]=[CH:6][CH:5]=2.[CH3:13]I>>[CH3:13][N:3]1[C:4]2[C:9](=[CH:8][CH:7]=[CH:6][CH:5]=2)[C:10]([CH:11]=[O:12])=[C:2]1[Cl:1]. Procedure details: Prepared from (1) (18 g), methyl iodide (17.1 g) and Nail (2.88 g) yielding (3) (18.2 g), m.p. 88°-90° C. Reactants: NC1=NC(=C(C(=N1)S(=O)(=O)C)C#N)C1=CC(=C(C(=C1)OC)OC)OC (2-amino-4-methanesulfonyl-6-(3,4,5-trimethoxy-phenyl)-pyrimidine-5-carbonitrile), C(C1=CC=CC=C1)S (benzyl mercaptan), C1CCC2=NCCCN2CC1 (DBU). As a reaction SMILES: [NH2:1][C:2]1[N:7]=[C:6]([S:8]([CH3:11])(=O)=O)[C:5]([C:12]#[N:13])=[C:4]([C:14]2[CH:19]=[C:18]([O:20][CH3:21])[C:17]([O:22][CH3:23])=[C:16]([O:24][CH3:25])[CH:15]=2)[N:3]=1.C(S)[C:27]1[CH:32]=[CH:31][CH:30]=[CH:29][CH:28]=1.C1CCN2C(=NCCC2)CC1>COCCOC>[NH2:1][C:2]1[N:7]=[C:6]([S:8][CH2:11][C:27]2[CH:32]=[CH:31][CH:30]=[CH:29][CH:28]=2)[C:5]([C:12]#[N:13])=[C:4]([C:14]2[CH:19]=[C:18]([O:20][CH3:21])[C:17]([O:22][CH3:23])=[C:16]([O:24][CH3:25])[CH:15]=2)[N:3]=1. Procedure: From 2-amino-4-methanesulfonyl-6-(3,4,5-trimethoxy-phenyl)-pyrimidine-5-carbonitrile, benzyl mercaptan and DBU in DME. ES-MS m/e (%): 409 (M+H+, 100). Solvent: COCCOC (DME). Product: NC1=NC(=C(C(=N1)SCC1=CC=CC=C1)C#N)C1=CC(=C(C(=C1)OC)OC)OC (2-Amino-4-benzylsulfanyl-6-(3,4,5-trimethoxy-phenyl)-pyrimidine-5-carbonitrile). Reactants: CC1=CC=CC(=C1NC(=O)C2=CN=C(S2)NC=3C=C(N=C(N3)C)N4CCN(CC4)CCO)Cl.C(C)(C)[O-] (Dasatinib i-propanolate), O (water). The solvent is CN(C)C=O (DMF). Product: CC1=CC=CC(=C1NC(=O)C2=CN=C(S2)NC=3C=C(N=C(N3)C)N4CCN(CC4)CCO)Cl (Dasatinib). Reaction SMILES: [CH3:1][C:2]1[C:7]([NH:8][C:9]([C:11]2[S:15][C:14]([NH:16][C:17]3[CH:18]=[C:19]([N:24]4[CH2:29][CH2:28][N:27]([CH2:30][CH2:31][OH:32])[CH2:26][CH2:25]4)[N:20]=[C:21]([CH3:23])[N:22]=3)=[N:13][CH:12]=2)=[O:10])=[C:6]([Cl:33])[CH:5]=[CH:4][CH:3]=1.C([O-])(C)C.O>CN(C=O)C>[CH3:1][C:2]1[C:7]([NH:8][C:9]([C:11]2[S:15][C:14]([NH:16][C:17]3[CH:18]=[C:19]([N:24]4[CH2:29][CH2:28][N:27]([CH2:30][CH2:31][OH:32])[CH2:26][CH2:25]4)[N:20]=[C:21]([CH3:23])[N:22]=3)=[N:13][CH:12]=2)=[O:10])=[C:6]([Cl:33])[CH:5]=[CH:4][CH:3]=1 |f:0.1|. Procedure details: Dasatinib i-propanolate (form A3, 4.74 g) was dissolved in DMF (23.7 ml) at 100° C. After water (23.7 ml) was added at 100° C. The suspension was cooled to room temperature. The product was filtered off, washed with water (3×) and dried on the filter.